Dataset: the Open Reaction Database (ORD), a public repository of structured organic reaction records. Task: describe an organic reaction: reactants, conditions, products, and yield Solvent: C(Cl)Cl (DCM). Conditions: time 8 hour. The product is C(C)(C)(C)OC(=O)N/C(=N/C(=O)OC(C)(C)C)/NC1=CC=C(C=C1)N1[C@@H](C(=O)NC)CCC1 (1-[4-({(E)-[(tert-Butoxycarbonyl)amino][(tert-butoxycarbonyl)imino]methyl}amino)phenyl]-N-methyl-D-prolinamide), foam. Procedure details: To (R)-1-(4-amino-phenyl)-pyrrolidine-2-carboxylic acid methylamide (Method 57; 1.0 g, 4.5 mmol) in DCM (60 ml) was added di-tert-butyl[(Z)-1H-pyrazol-1-ylmethylylidene]biscarbamate (1.7 g, 5.5 mmol) in one portion. The reaction was stirred overnight before removal of the solvent in vacuo. The residue was purified via column chromatography eluting with 20% EtOAc/isohexane, 50% EtOAc/iso-hexne and finally 100% EtOAc. The title compound was obtained as a white foam (1.9 g, 91%). The reactants are CNC(=O)[C@@H]1N(CCC1)C1=CC=C(C=C1)N ((R)-1-(4-amino-phenyl)-pyrrolidine-2-carboxylic acid methylamide), C(C)(C)(C)OC(N/C(=N/C(OC(C)(C)C)=O)/N1N=CC=C1)=O (di-tert-butyl[(Z)-1H-pyrazol-1-ylmethylylidene]biscarbamate). Yield: 91.0%. Reaction SMILES: [CH3:1][NH:2][C:3]([C@H:5]1[CH2:9][CH2:8][CH2:7][N:6]1[C:10]1[CH:15]=[CH:14][C:13]([NH2:16])=[CH:12][CH:11]=1)=[O:4].[C:17]([O:21][C:22](=[O:38])[NH:23]/[C:24](/N1C=CC=N1)=[N:25]/[C:26](=[O:32])[O:27][C:28]([CH3:31])([CH3:30])[CH3:29])([CH3:20])([CH3:19])[CH3:18]>C(Cl)Cl>[C:28]([O:27][C:26]([NH:25]/[C:24](/[NH:16][C:13]1[CH:12]=[CH:11][C:10]([N:6]2[CH2:7][CH2:8][CH2:9][C@@H:5]2[C:3]([NH:2][CH3:1])=[O:4])=[CH:15][CH:14]=1)=[N:23]/[C:22]([O:21][C:17]([CH3:20])([CH3:19])[CH3:18])=[O:38])=[O:32])([CH3:31])([CH3:30])[CH3:29]. Reactants: Cl (hydrochloric acid), C(CCCC)OC=1C=NC(=CC1)C (3-pentyloxy-6-methylpyridine), OC1=CC=C(C=O)C=C1 (4-hydroxybenzaldehyde), C(C)(=O)OC(C)=O (acetic anhydride), N (ammonia), C(CCCC)[C@@H]1CC[C@H](CC1)C(=O)Cl (trans-4-pentylcyclohexanecarboxylic acid chloride). Solvent: CO (methanol). Conditions: time 8 hour. Yields the product C(CCCC)[C@@H]1CC[C@H](CC1)C(=O)OC1=CC=C(C=CC2=CC=C(C=N2)OCCCCC)C=C1 (6-[4-(trans-4-pentylcyclohexylcarbonyloxy)styryl]-3-pentyloxypyridine). Yield: 17.3%. RXN SMILES: [CH2:1]([O:6][C:7]1[CH:8]=[N:9][C:10]([CH3:13])=[CH:11][CH:12]=1)[CH2:2][CH2:3][CH2:4][CH3:5].OC1C=[CH:21][C:18]([CH:19]=O)=[CH:17][CH:16]=1.[C:23]([O:26][C:27](=[O:29])[CH3:28])(=O)[CH3:24].Cl.N.[CH2:32]([C@H:37]1[CH2:42][CH2:41][C@H](C(Cl)=O)[CH2:39][CH2:38]1)[CH2:33][CH2:34][CH2:35][CH3:36]>CO>[CH2:32]([C@H:37]1[CH2:38][CH2:39][C@H:28]([C:27]([O:26][C:23]2[CH:16]=[CH:17][C:18]([CH:21]=[CH:13][C:10]3[N:9]=[CH:8][C:7]([O:6][CH2:1][CH2:2][CH2:3][CH2:4][CH3:5])=[CH:12][CH:11]=3)=[CH:19][CH:24]=2)=[O:29])[CH2:41][CH2:42]1)[CH2:33][CH2:34][CH2:35][CH3:36]. Procedure details: A mixed solution of 3-pentyloxy-6-methylpyridine (3.6 g, 0.02 mol), 4-hydroxybenzaldehyde (2.4 g, 0.02 mol) and acetic anhydride (4.1 g, 0.04 mol) was heated under reflux for 30 hours, followed by cooling the solution, adding a mixed solution of methanol (30 cc) and conc. hydrochloric acid (30 cc), heating the mixture for 3 hours, cooling, neutralizing with aqueous ammonia, extracting with toluene (50 cc), separating the resulting toluene layer, washing with water, and distilling off the toluene...